This data is from the Open Reaction Database (ORD), a public repository of structured organic reaction records. The task is: describe an organic reaction: reactants, conditions, products, and yield Starting materials: [OH-].[Na+] (sodium hydroxide), N1C=CC=2C(=CC=CC12)C=O (indole-4-carboxaldehyde), CC(C)(C)NCCCOC1=C(C=CC=C1)C(C)=O (1-[2-{3-(1,1-dimethylethylamino)-propoxy}-phenyl]-ethanone). Solvent: C(C)O (ethanol), O (water). Conditions: time 20 minute. Yields the product CC(C)(C)NCCCOC1=C(C=CC=C1)C(C=CC1=C2C=CNC2=CC=C1)=O (1-[2-{3-(1,1-dimethylethylamino)-propoxy}-phenyl]-3-[1H-indol-4-yl]-2-propen-1-one). The yield is 72.9%. As a reaction SMILES: [OH-].[Na+].[NH:3]1[C:11]2[CH:10]=[CH:9][CH:8]=[C:7]([CH:12]=O)[C:6]=2[CH:5]=[CH:4]1.[CH3:14][C:15]([NH:18][CH2:19][CH2:20][CH2:21][O:22][C:23]1[CH:28]=[CH:27][CH:26]=[CH:25][C:24]=1[C:29](=[O:31])[CH3:30])([CH3:17])[CH3:16]>C(O)C.O>[CH3:17][C:15]([NH:18][CH2:19][CH2:20][CH2:21][O:22][C:23]1[CH:28]=[CH:27][CH:26]=[CH:25][C:24]=1[C:29](=[O:31])[CH:30]=[CH:12][C:7]1[CH:8]=[CH:9][CH:10]=[C:11]2[C:6]=1[CH:5]=[CH:4][NH:3]2)([CH3:14])[CH3:16] |f:0.1|. Reported procedure: 3 ml of 50% sodium hydroxide solution and then 1.484 g of indole-4-carboxaldehyde were added to a solution of 2.55 g of 1-[2-{3-(1,1-dimethylethylamino)-propoxy}-phenyl]-ethanone in 35 ml of ethanol and the mixture was stirred under an inert atmosphere for 20 minutes. The mixture was diluted with water and extracted with ethyl acetate. The organic phase was washed with water, dried over a deshydrant, filtered and evaporated to dryness under reduced pressure. The residue was chromatographed over ...